Task: describe an organic reaction: reactants, conditions, products, and yield. Dataset: the Open Reaction Database (ORD), a public repository of structured organic reaction records The reactants are COC(=O)OC, CC(=O)c1ccc(Cl)cc1. The product is COC(=O)CC(=O)c1ccc(Cl)cc1. RXN SMILES: [CH3:11][O:12][C:13]([O:14][CH3:16])=[O:15].[Cl:1][c:2]1[cH:3][cH:4][c:5]([C:8]([CH3:9])=[O:10])[cH:6][cH:7]1>>[Cl:1][c:2]1[cH:3][cH:4][c:5]([C:8]([CH2:9][C:13]([O:12][CH3:11])=[O:14])=[O:10])[cH:6][cH:7]1. Reactants: [Si](=O)=O (silicon dioxide), [OH-].[NH4+] (ammonium hydroxide), NCCCCNCCCN (spermidine), C=O (paraformaldehyde), C1(=CC=CC=C1)C (toluene). Solvent: CO (methanol), C(C)(=O)OCC (ethyl acetate), O (water). Reaction conditions: time 3 hour. Yields the product NCCCC(=O)N1CNCCC1 (1-(4-Aminobutyryl)hexahydropyrmidine), crude thick oil. The yield is 103.0%. Reaction SMILES: NCCC[CH2:5][NH:6][CH2:7][CH2:8][CH2:9][NH2:10].C=O.[Si](=O)=O.[OH-:16].[NH4+:17].[C:18]1([CH3:24])[CH:23]=[CH:22]C=CC=1>O.CO.C(OCC)(=O)C>[NH2:17][CH2:22][CH2:23][CH2:18][C:24]([N:10]1[CH2:9][CH2:8][CH2:7][NH:6][CH2:5]1)=[O:16] |f:3.4|. Reported procedure: To a solution of 7.5 g of spermidine in water (150 mL) in a 250 mL round bottom flask was added paraformaldehyde (1.6 g). The resulting solution was stirred at room temperature for three hours. TLC (silicon dioxide, ethyl acetate:methanol:ammonium hydroxide=3:6:1) indicated there was no S.M. (Rf-0.01). To the reaction mixture was added toluene (100 mL). The resulting heterogeneous solution was concentrated on a rotovap at 45° C. for 30 minutes. The addition of toluene (100 mL) and concentration ... Reactants: BrC1=CC2=C(N(C3=C(CC2=O)C=CC=C3)C)C=C1 (2-bromo-5-methyl-10,11-dihydro [5H] dibenzo (b,f) azepine-11-one), C(C)O (ethanol), C(OCC)([O-])[O-] (ethyl orthoformate), C1(=CC=C(C=C1)S(=O)(=O)O)C (p-toluene sulfonic acid). The solvent is C(C)N(CC)CC (triethylamine). Run at temperature 70 celsius, time 30 minute. Product: BrC1=CC2=C(N(C3=C(C=C2OCC)C=CC=C3)C)C=C1 (2-bromo-5-methyl-11-ethoxy [5H] dibenzo (b,f) azepine). As a reaction SMILES: [Br:1][C:2]1[CH:18]=[CH:17][C:5]2[N:6]([CH3:16])[C:7]3[CH:15]=[CH:14][CH:13]=[CH:12][C:8]=3[CH2:9][C:10](=[O:11])[C:4]=2[CH:3]=1.[CH2:19](O)[CH3:20].C([O-])([O-])OCC.C1(C)C=CC(S(O)(=O)=O)=CC=1>C(N(CC)CC)C>[Br:1][C:2]1[CH:18]=[CH:17][C:5]2[N:6]([CH3:16])[C:7]3[CH:15]=[CH:14][CH:13]=[CH:12][C:8]=3[CH:9]=[C:10]([O:11][CH2:19][CH3:20])[C:4]=2[CH:3]=1. Procedure: A suspension of 29.5 g of 2-bromo-5-methyl-10,11-dihydro [5H] dibenzo (b,f) azepine-11-one, 295 ml of ethanol and 29.5 ml of ethyl orthoformate was heated to 70°C and then 1 g of p-toluene sulfonic acid was added thereto in small fractions. The mixture was held at 70°C for 11/2 hours and then 15 ml of triethylamine were added dropwise while still hot and the mixture was then cooled. The product crystallized and the mixture was diluted with 300 ml of distilled water, was stirred at room temperatu...